This data is from the Open Reaction Database (ORD), a public repository of structured organic reaction records. The task is: describe an organic reaction: reactants, conditions, products, and yield Starting materials: C(C)(=O)C=1C(=NN(C1)C1=C(C=C(C=C1Cl)C(F)(F)F)Cl)C#N (4-Acetyl-3-cyano-1-(2,6-dichloro-4-trifluoromethylphenyl)pyrazole), stainless steel, C1(=CC=CC=C1)P(C1=CC=CC=C1)C1=CC=CC=C1 (triphenylphosphine), BrC(F)(F)Br (dibromodifluoromethane). Solvent: ClCCl (dichloromethane). Conditions: temperature 90 celsius, time 12 hour. Yields the product C(#N)C1=NN(C=C1C(=C(F)F)C)C1=C(C=C(C=C1Cl)C(F)(F)F)Cl (3-Cyano-1-(2,6-dichloro-4-trifluoromethylphenyl)4-(1-methyl-2,2-difluoroethenyl)pyrazole). As a reaction SMILES: [C:1]([C:4]1[C:5]([C:21]#[N:22])=[N:6][N:7]([C:9]2[C:14]([Cl:15])=[CH:13][C:12]([C:16]([F:19])([F:18])[F:17])=[CH:11][C:10]=2[Cl:20])[CH:8]=1)(=O)[CH3:2].C1(P(C2C=CC=CC=2)C2C=CC=CC=2)C=CC=CC=1.Br[C:43](Br)([F:45])[F:44]>ClCCl>[C:21]([C:5]1[C:4]([C:1]([CH3:2])=[C:43]([F:45])[F:44])=[CH:8][N:7]([C:9]2[C:14]([Cl:15])=[CH:13][C:12]([C:16]([F:19])([F:17])[F:18])=[CH:11][C:10]=2[Cl:20])[N:6]=1)#[N:22]. Procedure details: 4-Acetyl-3-cyano-1-(2,6-dichloro-4-trifluoromethylphenyl)pyrazole (0.5 g), triphenylphosphine (1.884 g), dibromodifluoromethane (0.33 ml) and dichloromethane (50 ml) were placed in a stainless steel bomb and heated and stirred at 90° C. for 12 hours. The reaction mixtiure was evaporated and the residue was purified by column chromatography on silica gel eluted with dichloromethane. Combination and evaporation of suitable fractions gave the title compound as a white solid, m.p. 66-68° C. Reactants: Cc1noc(C)c1B(O)O, COCCOC, O=C1OC2(CCN(c3nc4cc(I)ccc4[nH]3)CC2)c2ccccc21, [Na+], [Na+], O=C([O-])[O-]. Product: Cc1noc(C)c1-c1ccc2[nH]c(N3CCC4(CC3)OC(=O)c3ccccc34)nc2c1. As a reaction SMILES: [CH3:26][c:27]1[n:28][o:29][c:30]([CH3:35])[c:31]1[B:32]([OH:33])[OH:34].[CH3:42][O:43][CH2:44][CH2:45][O:46][CH3:47].[I:1][c:2]1[cH:3][c:4]2[c:5]([nH:6][c:7]([N:9]3[CH2:10][CH2:11][C:12]4([O:13][C:14](=[O:21])[c:15]5[cH:16][cH:17][cH:18][cH:19][c:20]54)[CH2:22][CH2:23]3)[n:8]2)[cH:24][cH:25]1.[Na+:36].[Na+:37].[O-:38][C:39](=[O:40])[O-:41]>>[c:2]1(-[c:31]2[c:27]([CH3:26])[n:28][o:29][c:30]2[CH3:35])[cH:3][c:4]2[c:5]([nH:6][c:7]([N:9]3[CH2:10][CH2:11][C:12]4([O:13][C:14](=[O:21])[c:15]5[cH:16][cH:17][cH:18][cH:19][c:20]54)[CH2:22][CH2:23]3)[n:8]2)[cH:24][cH:25]1. Reactants: ClC(C(=O)O)Cl (2,2-dichloroacetic acid), NC(C(C(CC1=CC=CC=C1)NC(C1=C(N=CC=C1)C1=NC2=C(N1)C=CC=C2)=O)O)=O (N-(4-amino-3-hydroxy-4-oxo-1-phenylbutan-2-yl)-2-(1H-benzo[d]imidazol-2-yl)nicotinamide), [Na+].[Cl-] (NaCl), C(=O)(O)[O-].[Na+] (NaHCO3). Solvent: CS(=O)C (dimethylsulfoxide), C(CCl)Cl (EDC). Conditions: time 25 minute. The product is NC(C(C(CC1=CC=CC=C1)NC(=O)C=1C(=NC=CC1)C1=NC2=C(N1)C=CC=C2)=O)=O (N-(4-Amino-3,4-dioxo-1-phenylbutan-2-yl)-2-(1H-benzimidazol-2-yl)pyridine-3-carboxamide). The yield is 60.5%. Reaction SMILES: ClC(Cl)C(O)=O.[NH2:7][C:8](=[O:37])[CH:9]([OH:36])[CH:10]([NH:18][C:19](=[O:35])[C:20]1[CH:25]=[CH:24][CH:23]=[N:22][C:21]=1[C:26]1[NH:30][C:29]2[CH:31]=[CH:32][CH:33]=[CH:34][C:28]=2[N:27]=1)[CH2:11][C:12]1[CH:17]=[CH:16][CH:15]=[CH:14][CH:13]=1.[Na+].[Cl-].C([O-])(O)=O.[Na+]>CS(C)=O.C(Cl)CCl>[NH2:7][C:8](=[O:37])[C:9](=[O:36])[CH:10]([NH:18][C:19]([C:20]1[C:21]([C:26]2[NH:30][C:29]3[CH:31]=[CH:32][CH:33]=[CH:34][C:28]=3[N:27]=2)=[N:22][CH:23]=[CH:24][CH:25]=1)=[O:35])[CH2:11][C:12]1[CH:13]=[CH:14][CH:15]=[CH:16][CH:17]=1 |f:2.3,4.5|. Procedure: 160 mg of EDC and 36 μL of 2,2-dichloroacetic acid were added to 42 mg N-(4-amino-3-hydroxy-4-oxo-1-phenylbutan-2-yl)-2-(1H-benzo[d]imidazol-2-yl)nicotinamide (0.096 mmol) in 2 ml of dry dimethylsulfoxide (DMSO), and the reaction mixture stirred for 25 minutes at room temperature. For work up the reaction mixture was mixed with 40 ml of NaCl solution and sat. NaHCO3 (1:1) for 10 minutes. The resulting solid was filtered off with suction, washed with water and dried. 24 mg of the title compound w...